From a dataset of the Open Reaction Database (ORD), a public repository of structured organic reaction records. describe an organic reaction: reactants, conditions, products, and yield Reactants: FC1=CC=C(CC2CCN(CC2)C(C(=O)O)=O)C=C1 ([4-(4-fluoro-benzyl)-piperidin-1-yl]-oxo-acetic acid), NC=1C=C(C#N)C=CC1 (3-aminobenzonitrile). Solvent: C(C)OCC (diethylether). Product: C(#N)C=1C=C(C=CC1)NC(C(=O)N1CCC(CC1)CC1=CC=C(C=C1)F)=O (N-(3-Cyano-phenyl)-2-[4-(4-fluoro-benzyl)-piperidin-1-yl)-2-oxo-acetamide). As a reaction SMILES: [F:1][C:2]1[CH:19]=[CH:18][C:5]([CH2:6][CH:7]2[CH2:12][CH2:11][N:10]([C:13](=[O:17])[C:14]([OH:16])=O)[CH2:9][CH2:8]2)=[CH:4][CH:3]=1.[NH2:20][C:21]1[CH:22]=[C:23]([CH:26]=[CH:27][CH:28]=1)[C:24]#[N:25]>C(OCC)C>[C:24]([C:23]1[CH:22]=[C:21]([NH:20][C:14](=[O:16])[C:13]([N:10]2[CH2:9][CH2:8][CH:7]([CH2:6][C:5]3[CH:4]=[CH:3][C:2]([F:1])=[CH:19][CH:18]=3)[CH2:12][CH2:11]2)=[O:17])[CH:28]=[CH:27][CH:26]=1)#[N:25]. Procedure: The title compound is prepared from [4-(4-fluoro-benzyl)-piperidin-1-yl]-oxo-acetic acid (Example 1b) and 3-aminobenzonitrile (Aldrich) according to the method described in Example 1c. Melting Point: 135-138° C. (diethylether)